Dataset: the Open Reaction Database (ORD), a public repository of structured organic reaction records. Task: describe an organic reaction: reactants, conditions, products, and yield The reactants are CC(OCC1(c2ccc(F)cc2)CCN(C(=O)OC(C)(C)C)CC1)c1cc(Br)cc2cn(COCC[Si](C)(C)C)nc12, CB1OB(C)OB(C)O1, [Na+], [Na+], O=C([O-])[O-], C1CCOC1, [Pd], c1ccc(P(c2ccccc2)c2ccccc2)cc1, c1ccc(P(c2ccccc2)c2ccccc2)cc1, c1ccc(P(c2ccccc2)c2ccccc2)cc1, c1ccc(P(c2ccccc2)c2ccccc2)cc1. Product: Cc1cc(C(C)OCC2(c3ccc(F)cc3)CCN(C(=O)OC(C)(C)C)CC2)c2nn(COCC[Si](C)(C)C)cc2c1. As a reaction SMILES: [Br:1][c:2]1[cH:3][c:4]2[cH:5][n:6]([CH2:35][O:36][CH2:37][CH2:38][Si:39]([CH3:40])([CH3:41])[CH3:42])[n:7][c:8]2[c:9]([CH:11]([CH3:12])[O:13][CH2:14][C:15]2([c:28]3[cH:29][cH:30][c:31]([F:34])[cH:32][cH:33]3)[CH2:16][CH2:17][N:18]([C:21](=[O:22])[O:23][C:24]([CH3:25])([CH3:26])[CH3:27])[CH2:19][CH2:20]2)[cH:10]1.[CH3:43][B:44]1[O:45][B:46]([CH3:47])[O:48][B:49]([CH3:50])[O:51]1.[Na+:52].[Na+:53].[O-:54][C:55](=[O:56])[O-:57].[O:58]1[CH2:59][CH2:60][CH2:61][CH2:62]1.[Pd:63].[c:102]1([P:103]([c:104]2[cH:105][cH:106][cH:107][cH:108][cH:109]2)[c:110]2[cH:111][cH:112][cH:113][cH:114][cH:115]2)[cH:116][cH:117][cH:118][cH:119][cH:120]1.[c:121]1([P:122]([c:123]2[cH:124][cH:125][cH:126][cH:127][cH:128]2)[c:129]2[cH:130][cH:131][cH:132][cH:133][cH:134]2)[cH:135][cH:136][cH:137][cH:138][cH:139]1.[c:64]1([P:65]([c:66]2[cH:67][cH:68][cH:69][cH:70][cH:71]2)[c:72]2[cH:73][cH:74][cH:75][cH:76][cH:77]2)[cH:78][cH:79][cH:80][cH:81][cH:82]1.[c:83]1([P:84]([c:85]2[cH:86][cH:87][cH:88][cH:89][cH:90]2)[c:91]2[cH:92][cH:93][cH:94][cH:95][cH:96]2)[cH:97][cH:98][cH:99][cH:100][cH:101]1>>[c:2]1([CH3:43])[cH:3][c:4]2[cH:5][n:6]([CH2:35][O:36][CH2:37][CH2:38][Si:39]([CH3:40])([CH3:41])[CH3:42])[n:7][c:8]2[c:9]([CH:11]([CH3:12])[O:13][CH2:14][C:15]2([c:28]3[cH:29][cH:30][c:31]([F:34])[cH:32][cH:33]3)[CH2:16][CH2:17][N:18]([C:21](=[O:22])[O:23][C:24]([CH3:25])([CH3:26])[CH3:27])[CH2:19][CH2:20]2)[cH:10]1. The reactants are ClC1=NC=C(C(=O)NC2=CC=C(C=C2)OC(F)(F)Cl)C=C1C1=CC=NN1C1OCCCC1 (6-chloro-N-(4-(chlorodifluoromethoxy)phenyl)-5-(1-(tetrahydro-2H-pyran-2-yl)-1H-pyrazol-5-yl)nicotinamide), N1CCOCC1 (morpholine). Product: ClC(OC1=CC=C(C=C1)NC(C1=CN=C(C(=C1)C1=CC=NN1)N1CCOCC1)=O)(F)F (N-(4-(Chlorodifluoromethoxy)phenyl)-6-morpholino-5-(1H-pyrazol-5-yl)nicotinamide). As a reaction SMILES: Cl[C:2]1[C:21]([C:22]2[N:26](C3CCCCO3)[N:25]=[CH:24][CH:23]=2)=[CH:20][C:5]([C:6]([NH:8][C:9]2[CH:14]=[CH:13][C:12]([O:15][C:16]([Cl:19])([F:18])[F:17])=[CH:11][CH:10]=2)=[O:7])=[CH:4][N:3]=1.[NH:33]1[CH2:38][CH2:37][O:36][CH2:35][CH2:34]1>>[Cl:19][C:16]([F:17])([F:18])[O:15][C:12]1[CH:11]=[CH:10][C:9]([NH:8][C:6](=[O:7])[C:5]2[CH:20]=[C:21]([C:22]3[NH:26][N:25]=[CH:24][CH:23]=3)[C:2]([N:33]3[CH2:38][CH2:37][O:36][CH2:35][CH2:34]3)=[N:3][CH:4]=2)=[CH:14][CH:13]=1. Procedure details: The title compound was prepared in an analogous fashion to that described in Example 33 using 6-chloro-N-(4-(chlorodifluoromethoxy)phenyl)-5-(1-(tetrahydro-2H-pyran-2-yl)-1H-pyrazol-5-yl)nicotinamide (Stage 48.2) and morpholine to afford a white powder. HPLC (Condition 4) tR=5.62 min, UPLC-MS (Condition 3) tR=1.03 min, m/z=450 [M+H]+; 1H-NMR (400 MHz, DMSO-d6) δ ppm 3.14 (d, J=1.17 Hz, 4H) 3.55-3.68 (m, 4H) 6.71 (br. s, 1H) 7.33 (d, J=8.60 Hz, 2H) 7.87 (d, J=8.99 Hz, 3H) 8.34 (br. s, 1H) 8.75 (s...